Dataset: the Open Reaction Database (ORD), a public repository of structured organic reaction records. Task: describe an organic reaction: reactants, conditions, products, and yield Starting materials: Compound 96, N[C@@H]1[C@@H](N(CCC1)C(=O)OC(C)(C)C)C1=CC=CC=C1 ((2S, 3S)-3-Amino-1-tert-butoxycarbonyl-2-phenylpiperidine), C(C)(C)(C)OC(=O)N1[C@H]([C@H](CCC1)NCC1=C(C=CC(=C1)C(C(F)(F)F)C(F)(F)F)OC)C1=CC=CC=C1 ((2S, 3S)-1-tert-Butoxycarbonyl-2-phenyl-3-(5-(2,2,2-trifluoro-1-(trifluoromethyl)ethyl)-2-methoxybenzyl)aminopiperidine). Product: C(C)(C)(C)OC(=O)N1[C@H]([C@H](CCC1)NCC1=C(C=C2CCC(CC2=C1)(F)F)OC)C1=CC=CC=C1 ((2S, 3S)-1-tert-Butoxycarbonyl-3-((2,2-difluoro-6-methoxy-1,2,3,4-tetrahydronaphthalen-7-yl)methyl)amino-2-phenylpiperidine). Reaction SMILES: N[C@H:2]1CCCN(C(OC(C)(C)C)=O)[C@H:3]1C1C=CC=CC=1.[C:21]([O:25][C:26]([N:28]1[CH2:33][CH2:32][CH2:31][C@H:30]([NH:34][CH2:35][C:36]2[CH:41]=[C:40]([CH:42]([C:47](F)([F:49])[F:48])C(F)(F)F)[CH:39]=[CH:38][C:37]=2[O:51][CH3:52])[C@@H:29]1[C:53]1[CH:58]=[CH:57][CH:56]=[CH:55][CH:54]=1)=[O:27])([CH3:24])([CH3:23])[CH3:22]>>[C:21]([O:25][C:26]([N:28]1[CH2:33][CH2:32][CH2:31][C@H:30]([NH:34][CH2:35][C:36]2[CH:41]=[C:40]3[C:39]([CH2:2][CH2:3][C:47]([F:48])([F:49])[CH2:42]3)=[CH:38][C:37]=2[O:51][CH3:52])[C@@H:29]1[C:53]1[CH:54]=[CH:55][CH:56]=[CH:57][CH:58]=1)=[O:27])([CH3:23])([CH3:24])[CH3:22]. Reported procedure: This compound was prepared from Compound 96 and Compound 12 in the same manner of Compound 13.